Dataset: the Open Reaction Database (ORD), a public repository of structured organic reaction records. Task: describe an organic reaction: reactants, conditions, products, and yield The product is O=S(=O)(Cc1ccccc1)N1CCC(OCc2cc(C(F)(F)F)cc(C(F)(F)F)c2)C(C(c2ccccc2)c2ccccc2)C1. Starting materials: FC(F)(F)c1cc(COC2CCNCC2C(c2ccccc2)c2ccccc2)cc(C(F)(F)F)c1, Cl, O=S(=O)(Cl)Cc1ccccc1. RXN SMILES: [CH:2]([c:3]1[cH:4][cH:5][cH:6][cH:7][cH:8]1)([c:9]1[cH:10][cH:11][cH:12][cH:13][cH:14]1)[CH:15]1[CH2:16][NH:17][CH2:18][CH2:19][CH:20]1[O:21][CH2:22][c:23]1[cH:24][c:25]([C:33]([F:34])([F:35])[F:36])[cH:26][c:27]([C:29]([F:30])([F:31])[F:32])[cH:28]1.[ClH:1].[c:37]1([CH2:43][S:44](=[O:45])(=[O:46])[Cl:47])[cH:38][cH:39][cH:40][cH:41][cH:42]1>>[CH:2]([c:3]1[cH:4][cH:5][cH:6][cH:7][cH:8]1)([c:9]1[cH:10][cH:11][cH:12][cH:13][cH:14]1)[CH:15]1[CH2:16][N:17]([S:44]([CH2:43][c:37]2[cH:38][cH:39][cH:40][cH:41][cH:42]2)(=[O:45])=[O:46])[CH2:18][CH2:19][CH:20]1[O:21][CH2:22][c:23]1[cH:24][c:25]([C:33]([F:34])([F:35])[F:36])[cH:26][c:27]([C:29]([F:30])([F:31])[F:32])[cH:28]1. Reactants: CC(=O)O[BH-](OC(C)=O)OC(C)=O, CC(=O)O, ClCCl, O=Cc1cc(C(F)(F)F)cc(C(F)(F)F)c1, NC1CC(C2CC2)Nc2c(Br)cc(C(F)(F)F)cc21, [Na+]. Yields the product FC(F)(F)c1cc(CNC2CC(C3CC3)Nc3c(Br)cc(C(F)(F)F)cc32)cc(C(F)(F)F)c1. RXN SMILES: [C:40]([O:41][BH-:42]([O:43][C:44](=[O:45])[CH3:46])[O:47][C:48](=[O:49])[CH3:50])(=[O:51])[CH3:52].[CH3:20][C:21](=[O:22])[OH:23].[Cl:54][CH2:55][Cl:56].[F:24][C:25]([c:26]1[cH:27][c:28]([CH:29]=[O:30])[cH:31][c:32]([C:34]([F:35])([F:36])[F:37])[cH:33]1)([F:38])[F:39].[NH2:1][CH:2]1[CH2:3][CH:4]([CH:17]2[CH2:18][CH2:19]2)[NH:5][c:6]2[c:7]([Br:16])[cH:8][c:9]([C:12]([F:13])([F:14])[F:15])[cH:10][c:11]21.[Na+:53]>>[NH:1]([CH:2]1[CH2:3][CH:4]([CH:17]2[CH2:18][CH2:19]2)[NH:5][c:6]2[c:7]([Br:16])[cH:8][c:9]([C:12]([F:13])([F:14])[F:15])[cH:10][c:11]21)[CH2:29][c:28]1[cH:27][c:26]([C:25]([F:24])([F:38])[F:39])[cH:33][c:32]([C:34]([F:35])([F:36])[F:37])[cH:31]1. Starting materials: O=Cc1ccc(-c2c3ccccc3cc3ccccc23)cc1, O=C1CCC(=O)N1Br, CN(C)C=O, O. The product is O=Cc1ccc(-c2c3ccccc3c(Br)c3ccccc23)cc1. Reaction SMILES: [CH:1](=[O:2])[c:3]1[cH:4][cH:5][c:6](-[c:9]2[c:10]3[cH:11][cH:12][cH:13][cH:14][c:15]3[cH:16][c:17]3[cH:18][cH:19][cH:20][cH:21][c:22]23)[cH:7][cH:8]1.[O:23]=[C:24]1[N:25]([Br:30])[C:26](=[O:27])[CH2:28][CH2:29]1.[O:31]=[CH:32][N:33]([CH3:34])[CH3:35].[OH2:36]>>[CH:1](=[O:2])[c:3]1[cH:4][cH:5][c:6](-[c:9]2[c:10]3[cH:11][cH:12][cH:13][cH:14][c:15]3[c:16]([Br:30])[c:17]3[cH:18][cH:19][cH:20][cH:21][c:22]23)[cH:7][cH:8]1.